Dataset: the Open Reaction Database (ORD), a public repository of structured organic reaction records. Task: describe an organic reaction: reactants, conditions, products, and yield Starting materials: C(CCCCCCCCCCCCCCCCC)OC1=C(C=CC=C1)CC(=O)O (2-(octadecyloxy)phenyl acetic acid), C(C(=O)Cl)(=O)Cl (oxalylchloride). The solvent is C(Cl)Cl (methylene chloride). Reaction conditions: time 3 hour. Yields the product OCC(CC1=C(C=CC=C1)OCCCCCCCCCCCCCCCCCC)=O (1-Hydroxy-3-[2-(octadecyloxy)phenyl]-2-propanone). The yield is 59.9%. As a reaction SMILES: [CH2:1]([O:19][C:20]1[CH:25]=[CH:24][CH:23]=[CH:22][C:21]=1[CH2:26][C:27]([OH:29])=O)[CH2:2][CH2:3][CH2:4][CH2:5][CH2:6][CH2:7][CH2:8][CH2:9][CH2:10][CH2:11][CH2:12][CH2:13][CH2:14][CH2:15][CH2:16][CH2:17][CH3:18].C(Cl)(=O)[C:31](Cl)=[O:32]>C(Cl)Cl>[OH:32][CH2:31][C:27](=[O:29])[CH2:26][C:21]1[CH:22]=[CH:23][CH:24]=[CH:25][C:20]=1[O:19][CH2:1][CH2:2][CH2:3][CH2:4][CH2:5][CH2:6][CH2:7][CH2:8][CH2:9][CH2:10][CH2:11][CH2:12][CH2:13][CH2:14][CH2:15][CH2:16][CH2:17][CH3:18]. Procedure details: To a solution of about 50 g of 2-(octadecyloxy)phenyl acetic acid in about 400 ml of methylene chloride was added about 19.6 g of oxalylchloride. After stirring about 3 hours the solvent was removed and the residue was dissolved in hexane and filtered through celite. The hexane was removed and to the residue was added about 79.5 g of tris-trimethylsilyloxyethylene. This mixture was stirred at about 90°-95° C. for 1.5 hours, then the oil was poured into a mixture of about 30 ml of concentrated (a... Starting materials: C=CCOC(=O)c1cccc(COCC(C#N)NC(=O)C(Cc2cccc(C)c2)NC(=O)OC(C)(C)C)c1, O=CO. Yields the product C=CCOC(=O)c1cccc(COCC(C#N)NC(=O)C(N)Cc2cccc(C)c2)c1. As a reaction SMILES: [CH2:1]([CH:2]=[CH2:3])[O:4][C:5](=[O:6])[c:7]1[cH:8][c:9]([CH2:13][O:14][CH2:15][CH:16]([C:17]#[N:18])[NH:19][C:20]([CH:21]([NH:22][C:23]([O:24][C:25]([CH3:26])([CH3:27])[CH3:28])=[O:29])[CH2:30][c:31]2[cH:32][c:33]([CH3:37])[cH:34][cH:35][cH:36]2)=[O:38])[cH:10][cH:11][cH:12]1.[CH:39]([OH:40])=[O:41]>>[CH2:1]([CH:2]=[CH2:3])[O:4][C:5](=[O:6])[c:7]1[cH:8][c:9]([CH2:13][O:14][CH2:15][CH:16]([C:17]#[N:18])[NH:19][C:20]([CH:21]([NH2:22])[CH2:30][c:31]2[cH:32][c:33]([CH3:37])[cH:34][cH:35][cH:36]2)=[O:38])[cH:10][cH:11][cH:12]1. As a reaction SMILES: C([O:3][C:4]([C:6]1([CH2:12][S:13][C:14]2[CH:19]=[CH:18][C:17]([O:20][C:21]3[CH:26]=[CH:25][C:24]([Cl:27])=[CH:23][CH:22]=3)=[CH:16][CH:15]=2)[CH2:11][CH2:10][O:9][CH2:8][CH2:7]1)=[O:5])C.[OH-].[K+]>C(O)C.O>[Cl:27][C:24]1[CH:23]=[CH:22][C:21]([O:20][C:17]2[CH:16]=[CH:15][C:14]([S:13][CH2:12][C:6]3([C:4]([OH:5])=[O:3])[CH2:11][CH2:10][O:9][CH2:8][CH2:7]3)=[CH:19][CH:18]=2)=[CH:26][CH:25]=1 |f:1.2|. Isolated yield 102.5%. The solvent is C(C)O (ethanol). Procedure details: To a solution of 4-[4-(4-chlorophenoxy)phenylthiomethyl]tetrahydropyran-4-carboxylic acid ethyl ester (70 mg, 0.17 mmol) in ethanol (2 mL) containing two drops of water, was added potassium hydroxide (58.3 mg, 1.04 mmol). The mixture was refluxed for 13 hours, cooled to room temperature, acidified to pH 4, and extracted with ethyl acetate (4×50 mL). The combined organic layers were dried over magnesium sulfate, and concentrated to afford 4-[4-(4-chlorophenoxy)phenylthiomethyl]-tetrahydropyran-4-... Product: ClC1=CC=C(OC2=CC=C(C=C2)SCC2(CCOCC2)C(=O)O)C=C1 (4-[4-(4-chlorophenoxy)phenylthiomethyl]-tetrahydropyran-4-carboxylic acid). Reagents/catalysts: O (water). Reactants: C(C)OC(=O)C1(CCOCC1)CSC1=CC=C(C=C1)OC1=CC=C(C=C1)Cl (4-[4-(4-chlorophenoxy)phenylthiomethyl]tetrahydropyran-4-carboxylic acid ethyl ester), [OH-].[K+] (potassium hydroxide).